Dataset: the Open Reaction Database (ORD), a public repository of structured organic reaction records. Task: describe an organic reaction: reactants, conditions, products, and yield Reactants: Cc1ccc([Mg]Br)cc1 (effective_coupling_partner), COc2ccc(Cc1ccccc1)cc2 (substrate). Reagents/catalysts: c7ccc(c6cc(c1ccccc1)n(c2ccccc2NC(c3ccccc3)P(C4CCCCC4)C5CCCCC5)n6)cc7. Reaction conditions: temperature 120 celsius, time 16 hour. Yields the product Cc3ccc(c2ccc(Cc1ccccc1)cc2)cc3. Reactants: COc1cc(C(=O)OC(C)(C)C)cc(NC(=O)CCCBr)n1, C1CCC2=NCCCN2CC1, C1COCCO1, O=C(O)CC(O)(CC(=O)O)C(=O)O. Product: COc1cc(C(=O)OC(C)(C)C)cc(N2CCCC2=O)n1. RXN SMILES: [Br:1][CH2:2][CH2:3][CH2:4][C:5](=[O:6])[NH:7][c:8]1[n:9][c:10]([O:21][CH3:22])[cH:11][c:12]([C:14](=[O:15])[O:16][C:17]([CH3:18])([CH3:19])[CH3:20])[cH:13]1.[CH2:23]1[CH2:24][CH2:25][C:26]2=[N:31][CH2:30][CH2:29][CH2:28][N:27]2[CH2:32][CH2:33]1.[O:47]1[CH2:48][CH2:49][O:50][CH2:51][CH2:52]1.[OH:34][C:35]([CH2:36][C:37]([C:38](=[O:39])[OH:40])([CH2:41][C:42](=[O:43])[OH:44])[OH:45])=[O:46]>>[CH2:2]1[CH2:3][CH2:4][C:5](=[O:6])[N:7]1[c:8]1[n:9][c:10]([O:21][CH3:22])[cH:11][c:12]([C:14](=[O:15])[O:16][C:17]([CH3:18])([CH3:19])[CH3:20])[cH:13]1. Starting materials: FC(C(=O)O)(F)F.C(C1=CC=CC=C1)OC(=O)N1C(CNCC1)(C)C (2,2-dimethyl-piperazine-1-carboxylic acid benzyl ester trifluoroacetate), COC1=CC=CC(=N1)C(=O)O (6-methoxy-2-pyridinecarboxylic acid), CN(C)C(=[N+](C)C)ON1C2=C(C=CC=C2)N=N1.[B-](F)(F)(F)F (TBTU), CCN(C(C)C)C(C)C (DIPEA). Solvent: C(Cl)Cl (DCM). Run at time 10 minute. Product: C(C1=CC=CC=C1)OC(=O)N1C(CN(CC1)C(=O)C1=NC(=CC=C1)OC)(C)C (4-(6-Methoxy-pyridine-2-carbonyl)-2,2-dimethyl-piperazine-1-carboxylic acid benzyl ester). As a reaction SMILES: [CH3:1][O:2][C:3]1[N:8]=[C:7]([C:9]([OH:11])=O)[CH:6]=[CH:5][CH:4]=1.CN(C(ON1N=NC2C=CC=CC1=2)=[N+](C)C)C.[B-](F)(F)(F)F.CCN(C(C)C)C(C)C.FC(F)(F)C(O)=O.[CH2:50]([O:57][C:58]([N:60]1[CH2:65][CH2:64][NH:63][CH2:62][C:61]1([CH3:67])[CH3:66])=[O:59])[C:51]1[CH:56]=[CH:55][CH:54]=[CH:53][CH:52]=1>C(Cl)Cl>[CH2:50]([O:57][C:58]([N:60]1[CH2:65][CH2:64][N:63]([C:9]([C:7]2[CH:6]=[CH:5][CH:4]=[C:3]([O:2][CH3:1])[N:8]=2)=[O:11])[CH2:62][C:61]1([CH3:67])[CH3:66])=[O:59])[C:51]1[CH:52]=[CH:53][CH:54]=[CH:55][CH:56]=1 |f:1.2,4.5|. Reported procedure: 510 mg (3.31 mmol) 6-methoxy-2-pyridinecarboxylic acid was stirred with 1.17 g (3.31 mmol) TBTU and 1.50 mL (8.72 mmol) DIPEA in 10 mL DCM at RT. After 10 min, 1.20 g (3.31 mmol) 2,2-dimethyl-piperazine-1-carboxylic acid benzyl ester trifluoroacetate was added and the reaction mixture was stirred at RT for 2 h. Then the reaction mixture was washed with saturated aqueous NaHCO3 solution. The combined organic phases were dried over sodium sulfate, filtered and concentrated in vacuo. The crude mate... The reactants are CCn1ncc2c(Cl)c3cc(SC)ccc3nc21, O=C(OO)c1cccc(Cl)c1, ClC(Cl)Cl, [Na+], O=C([O-])O. The product is CCn1ncc2c(Cl)c3cc(S(C)=O)ccc3nc21. RXN SMILES: [CH2:1]([CH3:2])[n:3]1[n:4][cH:5][c:6]2[c:7]1[n:8][c:9]1[cH:10][cH:11][c:12]([S:17][CH3:18])[cH:13][c:14]1[c:15]2[Cl:16].[Cl:19][c:20]1[cH:21][c:22]([C:27](=[O:24])[O:28][OH:29])[cH:23][cH:25][cH:26]1.[Cl:35][CH:36]([Cl:37])[Cl:38].[Na+:34].[O-:30][C:31]([OH:32])=[O:33]>>[CH2:1]([CH3:2])[n:3]1[n:4][cH:5][c:6]2[c:7]1[n:8][c:9]1[cH:10][cH:11][c:12]([S:17]([CH3:18])=[O:24])[cH:13][c:14]1[c:15]2[Cl:16]. The reactants are C([O-])([O-])=O.[K+].[K+] (potassium carbonate), ClC=1C2=C(N=C(N1)C)NC=C2 (4-chloro-2-methyl-7H-pyrrolo[2,3-d]pyrimidine), C(C)OC(CCCBr)=O (4-bromobutyric acid ethyl ester). Run in CN(C)C=O (DMF). Run at temperature 50 celsius, time 45 minute. Product: C(C)OC(CCCN1C=CC2=C1N=C(N=C2Cl)C)=O (4-(4-Chloro-2-methyl-pyrrolo[2,3-d]pyrimidin-7-yl)-butyric acid ethyl ester). As a reaction SMILES: [Cl:1][C:2]1[C:3]2[CH:11]=[CH:10][NH:9][C:4]=2[N:5]=[C:6]([CH3:8])[N:7]=1.C(=O)([O-])[O-].[K+].[K+].[CH2:18]([O:20][C:21](=[O:26])[CH2:22][CH2:23][CH2:24]Br)[CH3:19]>CN(C=O)C>[CH2:18]([O:20][C:21](=[O:26])[CH2:22][CH2:23][CH2:24][N:9]1[C:4]2[N:5]=[C:6]([CH3:8])[N:7]=[C:2]([Cl:1])[C:3]=2[CH:11]=[CH:10]1)[CH3:19] |f:1.2.3|. Procedure: 0.5 g (3 mmol) of 4-chloro-2-methyl-7H-pyrrolo[2,3-d]pyrimidine (prepared according to West and Beauchamp, J. Org. Chem. 26 (1961) 3809) was dissolved in 3 ml DMF and 2.06 g (15 mmol) of potassium carbonate was added to this solution. 0.431 ml (3 mmol) of 4-bromobutyric acid ethyl ester was added and the mixture was stirred at 50° C. for 45 minutes. The reaction mixture was diluted with 50 ml EE and washed three times with water, dried over MgSO4, filtered and the solvent was removed in vacuo. Y... Reactants: C(C)C=1SC=C(N1)/C=C/C=1C(=NN(C1)C1=CC=CC=C1)OCC1=CC(=C(OCC=2N=C(OC2C)C=2C=C(C(=O)OC)C=CC2)C=C1)OC (methyl 3-[4-({4-[({4-[(E)-2-(2-ethyl-1,3-thiazol-4-yl)ethenyl]-1-phenyl-1H-pyrazol-3-yl}oxy)methyl]-2-methoxyphenoxy}methyl)-5-methyl-1,3-oxazol-2-yl]benzoate), [BH4-].[Li+] (lithium borohydride), O1CCCC1 (tetrahydrofuran). Run in O (Water). Run at time 12 hour. Product: C(C)C=1SC=C(N1)/C=C/C=1C(=NN(C1)C1=CC=CC=C1)OCC1=CC(=C(OCC=2N=C(OC2C)C=2C=C(C=CC2)CO)C=C1)OC ({3-[4-({4-[({4-[(E)-2-(2-ethyl-1,3-thiazol-4-yl)ethenyl]-1-phenyl-1H-pyrazol-3-yl}oxy)methyl]-2-methoxyphenoxy}methyl)-5-methyl-1,3-oxazol-2-yl]phenyl}methanol). Isolated yield 70.4%. As a reaction SMILES: [CH2:1]([C:3]1[S:4][CH:5]=[C:6](/[CH:8]=[CH:9]/[C:10]2[C:11]([O:21][CH2:22][C:23]3[CH:46]=[CH:45][C:26]([O:27][CH2:28][C:29]4[N:30]=[C:31]([C:35]5[CH:36]=[C:37]([CH:42]=[CH:43][CH:44]=5)[C:38](OC)=[O:39])[O:32][C:33]=4[CH3:34])=[C:25]([O:47][CH3:48])[CH:24]=3)=[N:12][N:13]([C:15]3[CH:20]=[CH:19][CH:18]=[CH:17][CH:16]=3)[CH:14]=2)[N:7]=1)[CH3:2].[BH4-].[Li+].O1CCCC1>O>[CH2:1]([C:3]1[S:4][CH:5]=[C:6](/[CH:8]=[CH:9]/[C:10]2[C:11]([O:21][CH2:22][C:23]3[CH:46]=[CH:45][C:26]([O:27][CH2:28][C:29]4[N:30]=[C:31]([C:35]5[CH:36]=[C:37]([CH2:38][OH:39])[CH:42]=[CH:43][CH:44]=5)[O:32][C:33]=4[CH3:34])=[C:25]([O:47][CH3:48])[CH:24]=3)=[N:12][N:13]([C:15]3[CH:16]=[CH:17][CH:18]=[CH:19][CH:20]=3)[CH:14]=2)[N:7]=1)[CH3:2] |f:1.2|. Procedure: A mixture of methyl 3-[4-({4-[({4-[(E)-2-(2-ethyl-1,3-thiazol-4-yl)ethenyl]-1-phenyl-1H-pyrazol-3-yl}oxy)methyl]-2-methoxyphenoxy}methyl)-5-methyl-1,3-oxazol-2-yl]benzoate (212 mg), lithium borohydride (74 mg) and tetrahydrofuran (40 mL) was stirred at room temperature for 12 hrs. Water was poured into the reaction mixture, and the mixture was extracted with ethyl acetate-tetrahydrofuran. The organic layer was washed with saturated brine, dried over anhydrous magnesium sulfate and concentrated. ... Starting materials: C1CCOC1, NCCc1cccc(C(F)(F)F)c1, O=C(O)c1ccc2c(c1)nc(COc1ccccc1)n2Cc1ccc(OC(F)(F)F)cc1. As a reaction SMILES: [CH2:46]1[O:47][CH2:48][CH2:49][CH2:50]1.[F:33][C:34]([c:35]1[cH:36][c:37]([CH2:38][CH2:39][NH2:40])[cH:41][cH:42][cH:43]1)([F:44])[F:45].[O:1]([c:2]1[cH:3][cH:4][cH:5][cH:6][cH:7]1)[CH2:8][c:9]1[n:10][c:11]2[c:12]([n:13]1[CH2:14][c:15]1[cH:16][cH:17][c:18]([O:21][C:22]([F:23])([F:24])[F:25])[cH:19][cH:20]1)[cH:26][cH:27][c:28]([C:30](=[O:31])[OH:32])[cH:29]2>>[O:1]([c:2]1[cH:3][cH:4][cH:5][cH:6][cH:7]1)[CH2:8][c:9]1[n:10][c:11]2[c:12]([n:13]1[CH2:14][c:15]1[cH:16][cH:17][c:18]([O:21][C:22]([F:23])([F:24])[F:25])[cH:19][cH:20]1)[cH:26][cH:27][c:28]([C:30](=[O:32])[NH:40][CH2:39][CH2:38][c:37]1[cH:36][c:35]([C:34]([F:33])([F:44])[F:45])[cH:43][cH:42][cH:41]1)[cH:29]2. Yields the product O=C(NCCc1cccc(C(F)(F)F)c1)c1ccc2c(c1)nc(COc1ccccc1)n2Cc1ccc(OC(F)(F)F)cc1.